Dataset: the Open Reaction Database (ORD), a public repository of structured organic reaction records. Task: describe an organic reaction: reactants, conditions, products, and yield The reactants are C(C)(C)(C)OC(=O)N(CCCCNC(C(C(F)(F)F)(F)F)=O)CC1=CC=CC=2N1C=CN2 (5-[N-tert-butoxycarbonyl-N-(4-pentafluoropropionamidobutan-1-yl)aminomethyl]imidazo[1,2-a]pyridine), ClC(C(=O)Cl)(Cl)Cl (trichloroacetyl chloride), ice water. The reagents and catalysts are CN(C)C1=CC=NC=C1 (4-(N,N-dimethylamino)pyridine). Solvent: C(Cl)(Cl)Cl (chloroform). Yields the product ClC(C(=O)C1=CN=C2N1C(=CC=C2)CN(CCCCNC(C(C(F)(F)F)(F)F)=O)C(=O)OC(C)(C)C)(Cl)Cl (3-trichloroacetyl-5-[N-tert-butoxycarbonyl-N-(4-pentafluoropropionamidobutan-1-yl)aminomethyl]imidazo[1,2-a]pyridine). Isolated yield 44.0%. As a reaction SMILES: [C:1]([O:5][C:6]([N:8]([CH2:23][C:24]1[N:29]2[CH:30]=[CH:31][N:32]=[C:28]2[CH:27]=[CH:26][CH:25]=1)[CH2:9][CH2:10][CH2:11][CH2:12][NH:13][C:14](=[O:22])[C:15]([F:21])([F:20])[C:16]([F:19])([F:18])[F:17])=[O:7])([CH3:4])([CH3:3])[CH3:2].[Cl:33][C:34]([Cl:39])([Cl:38])[C:35](Cl)=[O:36]>CN(C1C=CN=CC=1)C.C(Cl)(Cl)Cl>[Cl:33][C:34]([Cl:39])([Cl:38])[C:35]([C:30]1[N:29]2[C:24]([CH2:23][N:8]([C:6]([O:5][C:1]([CH3:4])([CH3:2])[CH3:3])=[O:7])[CH2:9][CH2:10][CH2:11][CH2:12][NH:13][C:14](=[O:22])[C:15]([F:21])([F:20])[C:16]([F:19])([F:17])[F:18])=[CH:25][CH:26]=[CH:27][C:28]2=[N:32][CH:31]=1)=[O:36]. Procedure: To a solution of 11.78 g (25.36 mmol) of 5-[N-tert-butoxycarbonyl-N-(4-pentafluoropropionamidobutan-1-yl)aminomethyl]imidazo[1,2-a]pyridine and 13.94 g (114.36 mmol) of 4-(N,N-dimethylamino)pyridine in 250 ml of chloroform was added 8.50 ml (76.09 mmol) of trichloroacetyl chloride. The mixture was heated for 16 hours under reflux. The reaction mixture was poured into ice-water, and extracted with 100 ml of chloroform. The organic layer was washed with 200 ml of a saturated aqueous saline solutio... Reactants: C1(=CC=CC=C1)C1=NNC(=C1)OCC#N (2-(3-phenyl-1H-pyrazol-5-yloxy)acetonitrile), BrBr (bromine). Run in ClCCl (dichloromethane). Reaction conditions: time 1 hour. The product is BrC=1C(=NNC1OCC#N)C1=CC=CC=C1 (2-(4-Bromo-3-phenyl-1H-pyrazol-5-yloxy)acetonitrile). Isolated yield 51.6%. As a reaction SMILES: [C:1]1([C:7]2[CH:11]=[C:10]([O:12][CH2:13][C:14]#[N:15])[NH:9][N:8]=2)[CH:6]=[CH:5][CH:4]=[CH:3][CH:2]=1.[Br:16]Br>ClCCl>[Br:16][C:11]1[C:7]([C:1]2[CH:2]=[CH:3][CH:4]=[CH:5][CH:6]=2)=[N:8][NH:9][C:10]=1[O:12][CH2:13][C:14]#[N:15]. Reported procedure: To a solution of 2-(3-phenyl-1H-pyrazol-5-yloxy)acetonitrile (0.500 g, 2.51 mmol) in dichloromethane (15.0 mL), was added bromine (0.129 mL, 2.51 mmol) at 25° C. The reaction was stirred at room temperature for 1 h and quenched with 2 M Na2CO3 (aq.) to pH 12. The organics were separated. The aqueous layer was extracted with DCM (3×). The combined organics were washed with brine, dried (MgSO4), filtered and concentrated to give a red oil. This oil was purified by silica gel flash chromatography t...